This data is from the Open Reaction Database (ORD), a public repository of structured organic reaction records. The task is: describe an organic reaction: reactants, conditions, products, and yield The product is COC=1C=C(C=CC1OC)NC(CC(=O)O)=O (3-(3,4-dimethoxyphenylamino)-3-oxopropanoic acid). Conditions: time 30 minute. RXN SMILES: [CH3:1][O:2][C:3]1[CH:4]=[C:5]([NH:11][C:12](=[O:24])[CH2:13][C:14]([O:16]CC2C=CC=CC=2)=[O:15])[CH:6]=[CH:7][C:8]=1[O:9][CH3:10]>CO.[Pd]>[CH3:1][O:2][C:3]1[CH:4]=[C:5]([NH:11][C:12](=[O:24])[CH2:13][C:14]([OH:16])=[O:15])[CH:6]=[CH:7][C:8]=1[O:9][CH3:10]. The yield is 82.6%. The reagents and catalysts are [Pd] (Pd/C). Run in CO (MeOH). Procedure: Benzyl 3-(3,4-dimethoxyphenylamino)-3-oxopropanoate (200 mg, 0.607 mmol) was dissolved in MeOH, and then Pd/C 5% (129 mg, 0.061 mmol) was added. The solution was shaken under hydrogen atmosphere at 30 psi on a Parr apparatus for 30 minutes. The catalyst was filtered off, and the solvent removed under vacuum to give 3-(3,4-dimethoxyphenylamino)-3-oxopropanoic acid (120 mg, 83% yield). Reactants: COC=1C=C(C=CC1OC)NC(CC(=O)OCC1=CC=CC=C1)=O (Benzyl 3-(3,4-dimethoxyphenylamino)-3-oxopropanoate).